Dataset: the Open Reaction Database (ORD), a public repository of structured organic reaction records. Task: describe an organic reaction: reactants, conditions, products, and yield Starting materials: ClC1=C(C=C(N)C=C1)C (4-chloro-3-methylaniline), ClC(C(=O)OC)=O (methyl chlorooxoacetate). Product: COC(C(=O)NC1=CC(=C(C=C1)Cl)C)=O ((4-chloro-3-methylanilino)-2-oxoacetic acid methyl ester). As a reaction SMILES: [Cl:1][C:2]1[CH:8]=[CH:7][C:5]([NH2:6])=[CH:4][C:3]=1[CH3:9].Cl[C:11](=[O:16])[C:12]([O:14][CH3:15])=[O:13]>>[CH3:15][O:14][C:12](=[O:13])[C:11]([NH:6][C:5]1[CH:7]=[CH:8][C:2]([Cl:1])=[C:3]([CH3:9])[CH:4]=1)=[O:16]. Procedure details: In a manner similar to that employed in Referential Example 242, the title compound was prepared from 4-chloro-3-methylaniline and methyl chlorooxoacetate. Starting materials: Intermediate 1, Cl.Cl.N12C[C@@H](C(CC1)CC2)N ((R)-1-azabicyclo[2.2.2]oct-3-ylamine dihydrochloride), BrC1=CC=C(C(=O)O)C=C1 (4-bromobenzoic acid). Yields the product hydrochloride salt, N12C[C@@H](C(CC1)CC2)NC(C2=CC=C(C=C2)Br)=O ((R)-N-(1-Azabicyclo[2.2.2]oct-3-yl)(4-bromobenzamide)). As a reaction SMILES: Cl.Cl.[N:3]12[CH2:10][CH2:9][CH:6]([CH2:7][CH2:8]1)[C@@H:5]([NH2:11])[CH2:4]2.[Br:12][C:13]1[CH:21]=[CH:20][C:16]([C:17](O)=[O:18])=[CH:15][CH:14]=1>>[N:3]12[CH2:10][CH2:9][CH:6]([CH2:7][CH2:8]1)[C@@H:5]([NH:11][C:17](=[O:18])[C:16]1[CH:20]=[CH:21][C:13]([Br:12])=[CH:14][CH:15]=1)[CH2:4]2 |f:0.1.2|. Reported procedure: Prepared by a method analogous to that described for the preparation of Intermediate 1 from (R)-1-azabicyclo[2.2.2]oct-3-ylamine dihydrochloride and 4-bromobenzoic acid; the compound was purified by chromatography on silica gel using ammoniated methanol/chloroform mixtures as the eluent. The compound was then dissolved in tetrahydrofuran, excess hydrogen chloride (1M solution in diethyl ether) was added, and the solution was evaporated and then recrystallised from methanol/t-butyl methyl ether t... Starting materials: ClC1=NC=C(C(=O)OC)C=C1[N+](=O)[O-] (methyl 6-chloro-5-nitronicotinate), N1C(=CC=C1)C(=O)OC (Methyl 1H-pyrrole-2-carboxylate), [H-].[Na+] (NaH), S(=O)(Cl)Cl (Thionyl chloride). Solvent: CS(=O)C (DMSO), CO (MeOH), CS(=O)C (DMSO). Run at temperature 10 celsius, time 10 minute. Yields the product COC(=O)C=1N(C=CC1)C1=NC=C(C(=O)OC)C=C1[N+](=O)[O-] (methyl 6-(2-(methoxycarbonyl)-1H-pyrrol-1-yl)-5-nitronicotinate). The yield is 71.5%. Reaction SMILES: [NH:1]1[CH:5]=[CH:4][CH:3]=[C:2]1[C:6]([O:8][CH3:9])=[O:7].[H-].[Na+].Cl[C:13]1[C:22]([N+:23]([O-:25])=[O:24])=[CH:21][C:16]([C:17]([O:19][CH3:20])=[O:18])=[CH:15][N:14]=1.S(Cl)(Cl)=O>CS(C)=O.CO>[CH3:9][O:8][C:6]([C:2]1[N:1]([C:13]2[C:22]([N+:23]([O-:25])=[O:24])=[CH:21][C:16]([C:17]([O:19][CH3:20])=[O:18])=[CH:15][N:14]=2)[CH:5]=[CH:4][CH:3]=1)=[O:7] |f:1.2|. Reported procedure: Methyl 1H-pyrrole-2-carboxylate (5.78 g, 46.2 mmol) was dissolved in DMSO and cooled to 10° C. NaH was added in two portions over 5 min. The reaction mixture was stirred at 10° C. for 10 min and methyl 6-chloro-5-nitronicotinate (5 g, 23.09 mmol) in DMSO (10 mL) was added slowly over 3 min. The red reaction mixture was allowed to warm to room temperature and stirred overnight. It was cooled to 0° C. and quenched with water (12 mL) and diluted with brine (50 mL). The mixture was washed with EtOAc... The reactants are FC1(C(CC(CC1)(O)CNC(=O)C=1C=2C=CC(=NC2C=CC1Cl)Cl)C)F (2,6-dichloro-quinoline-5-carboxylic acid (4,4-difluoro-1-hydroxy-3-methyl-cyclohexylmethyl)-amide), CCN(C(C)C)C(C)C (DIPEA), CN([C@H]1CNCC1)C ((R)-3-dimethylamino-pyrrolidine). The product is FC1(C(CC(CC1)(O)CNC(=O)C=1C=2C=CC(=NC2C=CC1Cl)N1C[C@@H](CC1)N(C)C)C)F (6-Chloro-2-((R)-3-dimethylamino-pyrrolidin-1-yl)-quinoline-5-carboxylic acid (4,4-difluoro-1-hydroxy-3-methyl-cyclohexylmethyl)-amide). As a reaction SMILES: [F:1][C:2]1([F:26])[CH2:7][CH2:6][C:5]([CH2:9][NH:10][C:11]([C:13]2[C:14]3[CH:15]=[CH:16][C:17](Cl)=[N:18][C:19]=3[CH:20]=[CH:21][C:22]=2[Cl:23])=[O:12])([OH:8])[CH2:4][CH:3]1[CH3:25].CCN(C(C)C)C(C)C.[CH3:36][N:37]([CH3:43])[C@@H:38]1[CH2:42][CH2:41][NH:40][CH2:39]1>>[F:1][C:2]1([F:26])[CH2:7][CH2:6][C:5]([CH2:9][NH:10][C:11]([C:13]2[C:14]3[CH:15]=[CH:16][C:17]([N:40]4[CH2:41][CH2:42][C@@H:38]([N:37]([CH3:43])[CH3:36])[CH2:39]4)=[N:18][C:19]=3[CH:20]=[CH:21][C:22]=2[Cl:23])=[O:12])([OH:8])[CH2:4][CH:3]1[CH3:25]. Reported procedure: The title compound was synthesized according to the procedure described in example 1 using 2,6-dichloro-quinoline-5-carboxylic acid (4,4-difluoro-1-hydroxy-3-methyl-cyclohexylmethyl)-amide, DIPEA and (R)-3-dimethylamino-pyrrolidine. 1H NMR (400 MHz, DMSO-d6) δ ppm 8.75 (1H), 7.85 (m, 1H), 7.58 (2H), 7.05 (1H), 5.43-5.56 (1H), 4.66 (s, 1H), 3.89 (m, 2H), 3.70 (m, 1H), 3.55 (m, 1H), 3.26 (m, 2H), 2.44 (m, 2H), 2.26 (s, 6H), 2.06 (m, 2H), 1.85 (m, 2H), 1.74-1.56 (m, 1H), 1.27-1.32 (m, 1H), 1.00 (d,...